The task is: describe an organic reaction: reactants, conditions, products, and yield. This data is from the Open Reaction Database (ORD), a public repository of structured organic reaction records. The reactants are [Si](C)(C)(C(C)(C)C)O[C@@H]1C([C@@H]2CCC=3C4=CC[C@H]([C@@H](CCC(=O)O)C)[C@]4(CCC3[C@]2(CC1)C)C)(C)C (3β-tert-Butyldimethylsilyloxy-4,4-dimethyl-5α-chola-8,14-dien-24 oic acid), NC1=CC=CC=C1 (aniline), [H-].[Al+3].[Li+].[H-].[H-].[H-] (lithium aluminum hydride). The solvent is C1CCOC1 (THF). Product: [Si](C)(C)(C(C)(C)C)O[C@@H]1C([C@@H]2CCC=3C4=CC[C@H]([C@@H](CCCNC5=CC=CC=C5)C)[C@]4(CCC3[C@]2(CC1)C)C)(C)C (3β-tert-butyldimethylsilyloxy-4,4-dimethyl-24-phenylamino-5α-chola-8,14-dien). RXN SMILES: [Si:1]([O:8][C@H:9]1[CH2:32][CH2:31][C@@:30]2([CH3:33])[C@@H:11]([CH2:12][CH2:13][C:14]3[C:15]4[C@:26]([CH3:34])([CH2:27][CH2:28][C:29]=32)[C@@H:18]([C@H:19]([CH3:25])[CH2:20][CH2:21][C:22](O)=O)[CH2:17][CH:16]=4)[C:10]1([CH3:36])[CH3:35])([C:4]([CH3:7])([CH3:6])[CH3:5])([CH3:3])[CH3:2].[NH2:37][C:38]1[CH:43]=[CH:42][CH:41]=[CH:40][CH:39]=1.[H-].[Al+3].[Li+].[H-].[H-].[H-]>C1COCC1>[Si:1]([O:8][C@H:9]1[CH2:32][CH2:31][C@@:30]2([CH3:33])[C@@H:11]([CH2:12][CH2:13][C:14]3[C:15]4[C@:26]([CH3:34])([CH2:27][CH2:28][C:29]=32)[C@@H:18]([C@H:19]([CH3:25])[CH2:20][CH2:21][CH2:22][NH:37][C:38]2[CH:43]=[CH:42][CH:41]=[CH:40][CH:39]=2)[CH2:17][CH:16]=4)[C:10]1([CH3:35])[CH3:36])([C:4]([CH3:5])([CH3:6])[CH3:7])([CH3:3])[CH3:2] |f:2.3.4.5.6.7|. Procedure: 3β-tert-Butyldimethylsilyloxy-4,4-dimethyl-5α-chola-8,14-dien-24 oic acid (0.15 g) is reacted with aniline following the procedure outlined in example 10 and reduced with lithium aluminum hydride (0.15 g) in THF at room temperature. Aqueous work-up and crystallization from methanol gives 3β-tert-butyldimethylsilyloxy-4,4-dimethyl-24-phenylamino-5α-chola-8,14-dien (106 mg). 1H-NMR (CDCl3, 300 MHz): δ=7.17 (2H, t); 6.69 (1H, t); 6.6 (2H, d); 5.35 (1H, s); 3.6 (1H, s); 3.2 (1H, m); 3.09 (2H, m); 0.... The reactants are Cc1cc(-c2cccc(C(=O)CC(=O)Nc3cc(C(F)(F)F)c(F)cc3NC(=O)OC(C)(C)C)c2)cc(C)n1, ClCCl, O=C(O)C(F)(F)F. The product is Cc1cc(-c2cccc(C3=Nc4cc(F)c(C(F)(F)F)cc4NC(=O)C3)c2)cc(C)n1. Reaction SMILES: [C:1]([O:2][C:3](=[O:4])[NH:7][c:8]1[c:9]([NH:19][C:20]([CH2:21][C:22](=[O:5])[c:24]2[cH:25][c:26](-[c:30]3[cH:31][c:32]([CH3:37])[n:33][c:34]([CH3:36])[cH:35]3)[cH:27][cH:28][cH:29]2)=[O:38])[cH:10][c:11]([C:15]([F:16])([F:17])[F:18])[c:12]([F:14])[cH:13]1)([CH3:6])([CH3:23])[CH3:39].[Cl:47][CH2:48][Cl:49].[F:40][C:41]([F:42])([F:43])[C:44]([OH:45])=[O:46]>>[N:7]1=[C:22]([c:24]2[cH:25][c:26](-[c:30]3[cH:31][c:32]([CH3:37])[n:33][c:34]([CH3:36])[cH:35]3)[cH:27][cH:28][cH:29]2)[CH2:21][C:20](=[O:38])[NH:19][c:9]2[c:8]1[cH:13][c:12]([F:14])[c:11]([C:15]([F:16])([F:17])[F:18])[cH:10]2. Procedure details: To a mixture of methyl 4-methylthio-2-[cis-4-(t-butoxy-carbonylamino)cyclohexyloxy]benzoate (3.0 g, 7.59 mmol) in THF (15 mL) at −20° C. was added 1 M lithium hexamethyl-disilazide (LiHMDS)/hexane (8.0 ml, 7.97 mmol, 1.05 eq), and the mixture was warmed to 0° C. for 10 min. To the reaction mixture was added methyl iodide (0.5 mL, 7.97 mmol, 1.05 equivalent), the mixture was warmed to room temperature and stirred for 7 h, and the reaction was quenched with satd citric acid. The mixture was dilute... Solvent: C1CCOC1 (THF). Reaction conditions: temperature 0 celsius, time 7 hour. The product is CSC1=CC(=C(C(=O)OC)C=C1)O[C@@H]1CC[C@@H](CC1)N(C)C(=O)OC(C)(C)C (Methyl 4-Methylthio-2-[cis-4-(N-t-butoxycarbonyl-N-methylamino)cyclohexyloxy]benzoate). The yield is 41.8%. As a reaction SMILES: [CH3:1][S:2][C:3]1[CH:12]=[CH:11][C:6]([C:7]([O:9][CH3:10])=[O:8])=[C:5]([O:13][C@H:14]2[CH2:19][CH2:18][C@@H:17]([NH:20][C:21]([O:23][C:24]([CH3:27])([CH3:26])[CH3:25])=[O:22])[CH2:16][CH2:15]2)[CH:4]=1.[CH3:28][Si](C)(C)[N-][Si](C)(C)C.[Li+].CI>C1COCC1>[CH3:1][S:2][C:3]1[CH:12]=[CH:11][C:6]([C:7]([O:9][CH3:10])=[O:8])=[C:5]([O:13][C@H:14]2[CH2:19][CH2:18][C@@H:17]([N:20]([C:21]([O:23][C:24]([CH3:27])([CH3:26])[CH3:25])=[O:22])[CH3:28])[CH2:16][CH2:15]2)[CH:4]=1 |f:1.2|. The reactants are C[Si]([N-][Si](C)(C)C)(C)C.[Li+] (lithium hexamethyl-disilazide), CSC1=CC(=C(C(=O)OC)C=C1)O[C@@H]1CC[C@@H](CC1)NC(=O)OC(C)(C)C (methyl 4-methylthio-2-[cis-4-(t-butoxy-carbonylamino)cyclohexyloxy]benzoate), CI (methyl iodide). The reactants are Cc1cc(C#N)cc(C)c1C(=O)O, CCN=C=NCCCN(C)C, CCN(C(C)C)C(C)C, Cc1ccncc1CN(c1ccccc1)C1CCN(C(C)CCN)CC1, CN(C)C=O, On1nnc2ccccc21. The product is Cc1ccncc1CN(c1ccccc1)C1CCN(C(C)CCNC(=O)c2c(C)cc(C#N)cc2C)CC1. RXN SMILES: [C:48](#[N:49])[c:50]1[cH:51][c:52]([CH3:60])[c:53]([C:54](=[O:55])[OH:56])[c:57]([CH3:59])[cH:58]1.[CH3:27][CH2:28][N:29]=[C:30]=[N:31][CH2:32][CH2:33][CH2:34][N:35]([CH3:36])[CH3:37].[CH:61]([N:62]([CH2:63][CH3:64])[CH:65]([CH3:66])[CH3:67])([CH3:68])[CH3:69].[NH2:1][CH2:2][CH2:3][CH:4]([CH3:5])[N:6]1[CH2:7][CH2:8][CH:9]([N:12]([c:13]2[cH:14][cH:15][cH:16][cH:17][cH:18]2)[CH2:19][c:20]2[cH:21][n:22][cH:23][cH:24][c:25]2[CH3:26])[CH2:10][CH2:11]1.[O:70]=[CH:71][N:72]([CH3:73])[CH3:74].[OH:38][n:39]1[c:40]2[c:41]([cH:42][cH:43][cH:44][cH:45]2)[n:46][n:47]1>>[NH:1]([CH2:2][CH2:3][CH:4]([CH3:5])[N:6]1[CH2:7][CH2:8][CH:9]([N:12]([c:13]2[cH:14][cH:15][cH:16][cH:17][cH:18]2)[CH2:19][c:20]2[cH:21][n:22][cH:23][cH:24][c:25]2[CH3:26])[CH2:10][CH2:11]1)[C:54]([c:53]1[c:52]([CH3:60])[cH:51][c:50]([C:48]#[N:49])[cH:58][c:57]1[CH3:59])=[O:55].